This data is from the Open Reaction Database (ORD), a public repository of structured organic reaction records. The task is: describe an organic reaction: reactants, conditions, products, and yield Reactants: CC(C)(C)c1cc(C(F)(F)F)c(C=CC(=O)O)cn1, C1CCOC1, CN1CCCC1=O, Cl, CS(=O)(=O)Nc1ccc(CN)cc1F. RXN SMILES: [C:16]([CH3:17])([CH3:18])([CH3:19])[c:20]1[cH:21][c:22]([C:31]([F:32])([F:33])[F:34])[c:23]([CH:26]=[CH:27][C:28](=[O:29])[OH:30])[cH:24][n:25]1.[CH2:42]1[O:43][CH2:44][CH2:45][CH2:46]1.[CH3:35][N:36]1[CH2:37][CH2:38][CH2:39][C:40]1=[O:41].[ClH:1].[F:2][c:3]1[cH:4][c:5]([CH2:6][NH2:7])[cH:8][cH:9][c:10]1[NH:11][S:12](=[O:13])(=[O:14])[CH3:15]>>[F:2][c:3]1[cH:4][c:5]([CH2:6][NH:7][C:28]([CH:27]=[CH:26][c:23]2[c:22]([C:31]([F:32])([F:33])[F:34])[cH:21][c:20]([C:16]([CH3:17])([CH3:18])[CH3:19])[n:25][cH:24]2)=[O:29])[cH:8][cH:9][c:10]1[NH:11][S:12](=[O:13])(=[O:14])[CH3:15]. The product is CC(C)(C)c1cc(C(F)(F)F)c(C=CC(=O)NCc2ccc(NS(C)(=O)=O)c(F)c2)cn1. Starting materials: C1(CCC1)C1=CC(=CC=C1)OC (1-cyclobutyl-3-methoxy-benzene), [Cl-].[NH4+] (ammonium chloride). Run in C(Cl)Cl (CH2Cl2). Reaction conditions: temperature 0 celsius, time 1 hour. Product: C1(CCC1)C=1C=C(C=CC1)O (3-cyclobutyl-phenol). Isolated yield 71.0%. RXN SMILES: [CH:1]1([C:5]2[CH:10]=[CH:9][CH:8]=[C:7]([O:11]C)[CH:6]=2)[CH2:4][CH2:3][CH2:2]1.[Cl-].[NH4+]>C(Cl)Cl>[CH:1]1([C:5]2[CH:6]=[C:7]([OH:11])[CH:8]=[CH:9][CH:10]=2)[CH2:2][CH2:3][CH2:4]1 |f:1.2|. Procedure: To a suspension of 1-cyclobutyl-3-methoxy-benzene (155 mg, 0.95 mmol) in CH2Cl2 (2 mL) was added dropwise 1.0M-BBr2 (1.05 mL, 1.05 mmol) at 0° C. The mixture was stirred for 1 hour at 0° C., treated with saturated ammonium chloride, and then extracted with CH2Cl2. The organic layer was dried over magnesium sulfate and concentrated in vacuo. The crude product was purified by column chromatography to give 3-cyclobutyl-phenol (100 mg, 71%). The reactants are CS(=O)(=O)c1ccc(C(=O)O)c(Cl)c1CBr, CC(C)(C)[O-], Cl, [K+], CN(C)C=O, OC1CCOC1. The product is CS(=O)(=O)c1ccc(C(=O)O)c(Cl)c1COC1CCOC1. As a reaction SMILES: [Br:13][CH2:14][c:15]1[c:16]([Cl:28])[c:17]([C:18](=[O:19])[OH:20])[cH:21][cH:22][c:23]1[S:24](=[O:25])(=[O:26])[CH3:27].[CH3:1][C:2]([CH3:3])([O-:4])[CH3:5].[ClH:29].[K+:6].[O:30]=[CH:31][N:32]([CH3:33])[CH3:34].[OH:7][CH:8]1[CH2:9][O:10][CH2:11][CH2:12]1>>[O:7]([CH:8]1[CH2:9][O:10][CH2:11][CH2:12]1)[CH2:14][c:15]1[c:16]([Cl:28])[c:17]([C:18](=[O:19])[OH:20])[cH:21][cH:22][c:23]1[S:24](=[O:25])(=[O:26])[CH3:27].